This data is from the Open Reaction Database (ORD), a public repository of structured organic reaction records. The task is: describe an organic reaction: reactants, conditions, products, and yield Starting materials: ClC=1C=NC=CC1CO ((3-chloropyridin-4-yl)methanol), BrP(Br)Br (tribromophosphane). Solvent: ClCCl (dichloromethane). Run at time 5 hour. Product: Br.BrCC1=C(C=NC=C1)Cl (4-(bromomethyl)-3-chloropyridine hydrobromide). Reaction SMILES: [Cl:1][C:2]1[CH:3]=[N:4][CH:5]=[CH:6][C:7]=1[CH2:8]O.[Br:10]P(Br)Br>ClCCl>[BrH:10].[Br:10][CH2:8][C:7]1[CH:6]=[CH:5][N:4]=[CH:3][C:2]=1[Cl:1] |f:3.4|. Procedure: To a solution of (3-chloropyridin-4-yl)methanol (1.0 g, 7.2 mmol) in anhydrous dichloromethane (35 mL) was added dropwise tribromophosphane (750 uL, 7.9 mmol). The mixture was stirred at room temperature for 5 hours. Dichloromethane was evaporated, and the residue was dried in vacuo, affording 4-(bromomethyl)-3-chloropyridine hydrobromide. The product was used for the next step without further purification. The reactants are C(C)(C)(C)OC(=O)N[C@@H](C(=O)N1CCN(CC1)C1=C(C(=O)OC)C=CC=C1)CC1=CC=C(C=C1)Cl (methyl 2-(4-{(2R)-2-[(tert-butoxy)carbonylamino]-3-(4-chlorophenyl)propanoyl}-piperazinyl)benzoate), Cl (HCl). The solvent is CCOC(=O)C (EtOAc). The product is N[C@@H](C(=O)N1CCN(CC1)C1=C(C(=O)OC)C=CC=C1)CC1=CC=C(C=C1)Cl (Methyl 2-{4-[(2R)-2-Amino-3-(4-Chlorophenyl)Propanoyl]Piperazinyl}Benzoate), solid. As a reaction SMILES: C(OC([NH:8][C@H:9]([CH2:28][C:29]1[CH:34]=[CH:33][C:32]([Cl:35])=[CH:31][CH:30]=1)[C:10]([N:12]1[CH2:17][CH2:16][N:15]([C:18]2[CH:27]=[CH:26][CH:25]=[CH:24][C:19]=2[C:20]([O:22][CH3:23])=[O:21])[CH2:14][CH2:13]1)=[O:11])=O)(C)(C)C.Cl>CCOC(C)=O>[NH2:8][C@H:9]([CH2:28][C:29]1[CH:34]=[CH:33][C:32]([Cl:35])=[CH:31][CH:30]=1)[C:10]([N:12]1[CH2:13][CH2:14][N:15]([C:18]2[CH:27]=[CH:26][CH:25]=[CH:24][C:19]=2[C:20]([O:22][CH3:23])=[O:21])[CH2:16][CH2:17]1)=[O:11]. Procedure: To a 25 mL round-bottomed flask equipped with magnetic stirring was added methyl 2-(4-{(2R)-2-[(tert-butoxy)carbonylamino]-3-(4-chlorophenyl)propanoyl}-piperazinyl)benzoate (3.2 g, 6.4 mmol). A satd soln of HCl in EtOAc (15 mL) was added, and the mixture was stirred at RT for 1 h. The title compound, as the hydrochloride salt, was isolated by filtration as a white solid (2.6 g). MS (ESI, pos. ion) m/z: 402 (M+H). Calc'd for C21H24ClN3O3: 401.15. Starting materials: O1CC1CCCCCCCCCCCCCCCCCC (1,2-Epoxyeicosane), O1C(CCCC1)OCC(OC)CO (2-methylglycerol monotetrahydropyranyl ether). Yields the product O1C(CCCC1)OCC(COCC(CCCCCCCCCCCCCCCCCC)O)OC (3-(2-Hydroxyeicosyloxy)-2-methoxypropyl tetrahydropyranyl ether). Yield: 58.7%. As a reaction SMILES: [O:1]1[CH:3]([CH2:4][CH2:5][CH2:6][CH2:7][CH2:8][CH2:9][CH2:10][CH2:11][CH2:12][CH2:13][CH2:14][CH2:15][CH2:16][CH2:17][CH2:18][CH2:19][CH2:20][CH3:21])[CH2:2]1.[O:22]1[CH2:27][CH2:26][CH2:25][CH2:24][CH:23]1[O:28][CH2:29][CH:30]([CH2:33][OH:34])[O:31][CH3:32]>>[O:22]1[CH2:27][CH2:26][CH2:25][CH2:24][CH:23]1[O:28][CH2:29][CH:30]([O:31][CH3:32])[CH2:33][O:34][CH2:2][CH:3]([OH:1])[CH2:4][CH2:5][CH2:6][CH2:7][CH2:8][CH2:9][CH2:10][CH2:11][CH2:12][CH2:13][CH2:14][CH2:15][CH2:16][CH2:17][CH2:18][CH2:19][CH2:20][CH3:21]. Procedure: The above epoxide (17) (4.75 g, 16 mmoles) was reacted with 6.1 g (32 mmoles) of 2-methylglycerol monotetrahydropyranyl ether in the same manner as Example 1-2 to give 4.57 g of the desired compound as a colorless wax. Starting materials: O=C1OC(=O)C2=C1CCCC2, CC(=O)O, C#CCNc1cc(N)c(F)cc1[N+](=O)[O-], O. Yields the product C#CCNc1cc(N2C(=O)C3=C(CCCC3)C2=O)c(F)cc1[N+](=O)[O-]. As a reaction SMILES: [C:16]1(=[O:26])[C:17]2=[C:18]([C:19](=[O:20])[O:21]1)[CH2:22][CH2:23][CH2:24][CH2:25]2.[CH3:28][C:29](=[O:30])[OH:31].[F:1][c:2]1[c:3]([NH2:4])[cH:5][c:6]([NH:12][CH2:13][C:14]#[CH:15])[c:7]([N+:9](=[O:10])[O-:11])[cH:8]1.[OH2:27]>>[F:1][c:2]1[c:3]([N:4]2[C:16](=[O:21])[C:17]3=[C:18]([C:19]2=[O:20])[CH2:22][CH2:23][CH2:24][CH2:25]3)[cH:5][c:6]([NH:12][CH2:13][C:14]#[CH:15])[c:7]([N+:9](=[O:10])[O-:11])[cH:8]1. Reactants: N1CCCC1 (pyrrolidine), C1(=CC=CC=C1)CCC=O (3-phenylpropionaldehyde), N1CCCC1 (pyrrolidine), C1(=CC=CC=C1)CCC=O (3-phenylpropionaldehyde), N=1C=CN2C1C=CC=C2SCCCCN2C(OCC2=O)=O (3-[4-(imidazo[1,2-a]pyridin-5-ylthio)butyl]oxazolidine-2,4-dione). Solvent: C(C)O (ethanol), C(C)O (ethanol), C(C)O (ethanol). Run at temperature 60 celsius, time 20 minute. Product: C1(=CC=CC=C1)CCC=C1C(N(C(O1)=O)CCCCSC1=CC=CC=2N1C=CN2)=O (5-(3-phenylpropylidene)-3-[4-(imidazo[1,2-a]pyridin-5-ylthio)butyl]oxazolidine-2,4-dione). As a reaction SMILES: [N:1]1[CH:2]=[CH:3][N:4]2[C:9]([S:10][CH2:11][CH2:12][CH2:13][CH2:14][N:15]3[C:19](=[O:20])[CH2:18][O:17][C:16]3=[O:21])=[CH:8][CH:7]=[CH:6][C:5]=12.N1CCCC1.[C:27]1([CH2:33][CH2:34][CH:35]=O)[CH:32]=[CH:31][CH:30]=[CH:29][CH:28]=1>C(O)C>[C:27]1([CH2:33][CH2:34][CH:35]=[C:18]2[O:17][C:16](=[O:21])[N:15]([CH2:14][CH2:13][CH2:12][CH2:11][S:10][C:9]3[N:4]4[CH:3]=[CH:2][N:1]=[C:5]4[CH:6]=[CH:7][CH:8]=3)[C:19]2=[O:20])[CH:32]=[CH:31][CH:30]=[CH:29][CH:28]=1. Procedure: 1.53 g (5 mmol) of 3-[4-(imidazo[1,2-a]pyridin-5-ylthio)butyl]oxazolidine-2,4-dione and 20 ml of ethanol were placed in a reaction flask, followed by stirring at 60° C. for 20 minutes, to dissolve the starting materials. After this mixture was kept standing to 50° C., an ethanol solution of 0.05 ml (0.5 mmol) of pyrrolidine was added. Next, an ethanol solution of 0.66 ml (5 mmol) of 3-phenylpropionaldehyde was added, followed by refluxing for 19 hours. Six hours later, 0.66 ml (5 mmol) of 3-phen...